From a dataset of the Open Reaction Database (ORD), a public repository of structured organic reaction records. describe an organic reaction: reactants, conditions, products, and yield The reactants are O1CCCC1 (tetrahydrofuran), C(C)(=O)C1=C(NC(=C(C1C1=CC(=CC=C1)[N+](=O)[O-])C(=O)OCC)C)C (ethyl 3-acetyl-2,6-dimethyl-4-(3-nitrophenyl)-1,4-dihydropyridine- 5-carboxylate), solution, oil, [H-].[Na+] (sodium hydride), product, ClCOCC (chloromethoxyethane). Run in C1=CC=CC=C1.CC(=O)C (benzene acetone), C(C)(=O)O (acetic acid). Reaction conditions: temperature -10 celsius, time 20 minute. Yields the product C(C)(=O)C1=C(N(C(=C(C1C1=CC(=CC=C1)[N+](=O)[O-])C(=O)OCC)C)COCC)C (ethyl 3-acetyl-1-ethoxymethyl-2,6-dimethyl-4-(3-nitrophenyl)-1,4-dihydropyridine-5-carboxylate). As a reaction SMILES: [O:1]1[CH2:5]C[CH2:3][CH2:2]1.[C:6]([C:9]1[CH:14]([C:15]2[CH:20]=[CH:19][CH:18]=[C:17]([N+:21]([O-:23])=[O:22])[CH:16]=2)[C:13]([C:24]([O:26][CH2:27][CH3:28])=[O:25])=[C:12]([CH3:29])[NH:11][C:10]=1[CH3:30])(=[O:8])[CH3:7].[H-].[Na+].ClCOCC>C1C=CC=CC=1.CC(C)=O.C(O)(=O)C>[C:6]([C:9]1[CH:14]([C:15]2[CH:20]=[CH:19][CH:18]=[C:17]([N+:21]([O-:23])=[O:22])[CH:16]=2)[C:13]([C:24]([O:26][CH2:27][CH3:28])=[O:25])=[C:12]([CH3:29])[N:11]([CH2:5][O:1][CH2:2][CH3:3])[C:10]=1[CH3:30])(=[O:8])[CH3:7] |f:2.3,5.6|. Reported procedure: In 7 ml. of tetrahydrofuran was dissolved 0.5 g. of ethyl 3-acetyl-2,6-dimethyl-4-(3-nitrophenyl)-1,4-dihydropyridine- 5-carboxylate and after adding to the solution 0.2 g. of a 50% oil dispersion of sodium hydride, the mixture was stirred for 30 minutes at room temperature. After cooling the mixture to -10° C., 0.5 ml. of chloromethoxyethane was added thereto, the temperature of the mixture was elevated to room temperature over a period of about 20 minutes, and after 15 minutes the mixture was ... Reactants: anhydride, N(CC(=O)O)C(=O)OCC1=CC=CC=C1 (Z-GlyOH), LeuOBzl tosylate, N(CC(=O)N[C@@H](CC(C)C)C(=O)O)C(=O)OCC1=CC=CC=C1 (Z-Gly-LeuOH), CN1CCOCC1 (NMM), [OH-].[Na+] (NaOH), benzyl ester, N(CC(=O)N[C@@H](CC(C)C)C(=O)O)C(=O)OCC1=CC=CC=C1 (Z-Gly-LeuOH), CN1CCOCC1 (NMM), N[C@@H](CC1=CC=CC=C1)C(=O)CF.Cl (PheCH2F hydrochloride). Solvent: C1CCOC1 (THF), CN(C)C=O (DMF). Run at time 10 minute. The product is N(CC(=O)N[C@@H](CC(C)C)C(=O)N[C@@H](CC1=CC=CC=C1)C(=O)CF)C(=O)OCC1=CC=CC=C1 (Z-Gly-Leu-PheCH2F). The yield is 54.0%. As a reaction SMILES: [NH:1]([C:14]([O:16][CH2:17][C:18]1[CH:23]=[CH:22][CH:21]=[CH:20][CH:19]=1)=[O:15])[CH2:2][C:3]([NH:5][C@H:6]([C:11]([OH:13])=O)[CH2:7][CH:8]([CH3:10])[CH3:9])=[O:4].N(C(OCC1C=CC=CC=1)=O)CC(O)=O.[OH-].[Na+].CN1CCOCC1.[NH2:48][C@H:49]([C:57]([CH2:59][F:60])=[O:58])[CH2:50][C:51]1[CH:56]=[CH:55][CH:54]=[CH:53][CH:52]=1.Cl>C1COCC1.CN(C=O)C>[NH:1]([C:14]([O:16][CH2:17][C:18]1[CH:23]=[CH:22][CH:21]=[CH:20][CH:19]=1)=[O:15])[CH2:2][C:3]([NH:5][C@H:6]([C:11]([NH:48][C@H:49]([C:57]([CH2:59][F:60])=[O:58])[CH2:50][C:51]1[CH:56]=[CH:55][CH:54]=[CH:53][CH:52]=1)=[O:13])[CH2:7][CH:8]([CH3:9])[CH3:10])=[O:4] |f:2.3,5.6|. Procedure details: Z-Gly-LeuOH was made by mixed anhydride coupling of Z-GlyOH and LeuOBzl tosylate, followed by NaOH hydrolysis of the benzyl ester. To a solution of Z-Gly-LeuOH (0.223 g, 0.69 mmol) in THF (4 mL) (at -20° C. was added NMM (76 uL, 0.69 mmol), followed by IBCF (90 uL, 0.69 mmol). After 10 minutes, a precooled solution of PheCH2F hydrochloride (0.15 g, 0.69 mmol) in DMF (1 mL) was added, followed by a second equivalent (76 uL, 0.69 mmol) of NMM. After 30 minutes of stirring, the mixture was quenched... Starting materials: CCOC(=O)CC1(C#N)CCCCC1, CO, [Na+], [OH-], O. Yields the product N#CC1(CC(=O)O)CCCCC1. As a reaction SMILES: [C:4](#[N:5])[C:6]1([CH2:12][C:13](=[O:14])[O:15][CH2:16][CH3:17])[CH2:7][CH2:8][CH2:9][CH2:10][CH2:11]1.[CH3:18][OH:19].[Na+:3].[OH-:2].[OH2:1]>>[C:4](#[N:5])[C:6]1([CH2:12][C:13](=[O:14])[OH:15])[CH2:7][CH2:8][CH2:9][CH2:10][CH2:11]1. Starting materials: C(C)(C)C1=NOC(=C1)CO ((3-isopropylisoxazol-5-yl)methanol), [Cl-].ClC=[N+](C)C (N-(chloromethylene)-N-methylmethanaminium chloride), ice, N1C(C2(C3=CC=CC=C13)COC=1C2=CC2=C(OCO2)C1)=O (spiro[furo[2,3-f][1,3]benzodioxole-7,3′-indol]-2′(1′H)-one), C([O-])([O-])=O.[Cs+].[Cs+] (cesium carbonate). Run in CN(C=O)C (N,N-dimethylformamide), CN(C=O)C (N,N-dimethylformamide), CN(C=O)C (N,N-dimethylformamide). Reaction conditions: time 30 minute. Yields the product C(C)(C)C1=NOC(=C1)CN1C(C2(C3=CC=CC=C13)COC=1C2=CC2=C(OCO2)C1)=O (1′-[(3-isopropylisoxazol-5-yl)methyl]spiro[furo[2,3-f][1,3]benzodioxole-7,3′-indol]-2′(1′H)-one). The yield is 61.8%. As a reaction SMILES: [CH:1]([C:4]1[CH:8]=[C:7]([CH2:9]O)[O:6][N:5]=1)([CH3:3])[CH3:2].[Cl-].ClC=[N+](C)C.[NH:17]1[C:25]2[C:20](=[CH:21][CH:22]=[CH:23][CH:24]=2)[C:19]2([C:29]3=[CH:30][C:31]4[O:35][CH2:34][O:33][C:32]=4[CH:36]=[C:28]3[O:27][CH2:26]2)[C:18]1=[O:37].C(=O)([O-])[O-].[Cs+].[Cs+]>CN(C)C=O>[CH:1]([C:4]1[CH:8]=[C:7]([CH2:9][N:17]2[C:25]3[C:20](=[CH:21][CH:22]=[CH:23][CH:24]=3)[C:19]3([C:29]4=[CH:30][C:31]5[O:35][CH2:34][O:33][C:32]=5[CH:36]=[C:28]4[O:27][CH2:26]3)[C:18]2=[O:37])[O:6][N:5]=1)([CH3:2])[CH3:3] |f:1.2,4.5.6|. Procedure details: To an ice-cold stirring suspension of (3-isopropylisoxazol-5-yl)methanol (0.338 g, 2.4 mmol) in N,N-dimethylformamide (20 mL) was added a solution of N-(chloromethylene)-N-methylmethanaminium chloride (0.36 g, 2.8 mmol) in N,N-dimethylformamide (10 mL). The mixture was stirred at ambient temperature for 30 min and then transferred to a suspended mixture of spiro[furo[2,3-f][1,3]benzodioxole-7,3′-indol]-2′(1′H)-one (0.56 g, 2.0 mmol), cesium carbonate (1.95 g, 6.0 mmol) in N,N-dimethylformamide (...